From a dataset of the Open Reaction Database (ORD), a public repository of structured organic reaction records. describe an organic reaction: reactants, conditions, products, and yield Starting materials: C(C)(=O)O (acetic acid), C(C)(=O)OCCC1(CC(N1)=O)C (4-(2-acetoxyethyl)-4-methyl-2-azetidinone), C[O-].[Na+] (sodium methoxide). Run in CO (methanol), CO (methanol). Reaction conditions: time 1 hour. Product: OCCC1(CC(N1)=O)C (4-(2-hydroxyethyl)-4-methyl-2-azetidinone). As a reaction SMILES: C([O:4][CH2:5][CH2:6][C:7]1([CH3:12])[NH:10][C:9](=[O:11])[CH2:8]1)(=O)C.C[O-].[Na+].C(O)(=O)C>CO>[OH:4][CH2:5][CH2:6][C:7]1([CH3:12])[NH:10][C:9](=[O:11])[CH2:8]1 |f:1.2|. Procedure details: Under nitrogen at 0°, a solution of 4-(2-acetoxyethyl)-4-methyl-2-azetidinone (0.014 mole) in 25 ml anhydrous methanol is treated with a solution of sodium methoxide (77 mg, 1.4 mmoles) in 5 ml anhydrous methanol. After stirring for 1 hour, the solution is neutralized with glacial acetic acid. Removal of the methanol in vacuo gives crude 4-(2-hydroxyethyl)-4-methyl-2-azetidinone as an oil. The product is purified by chromatography on silica gel eluting with 10% MeOH/CHCl3 to give the alcohol.